Dataset: the Open Reaction Database (ORD), a public repository of structured organic reaction records. Task: describe an organic reaction: reactants, conditions, products, and yield Starting materials: BrC1=C2C=NN(C2=CC=C1)C1=CC=C(C=C1)F (4-Bromo-1-(4-fluorophenyl)indazole), [I-].[Na+] (sodium iodide), CNC1C(CCCC1)NC (N,N′-dimethylcyclohexane-1,2-diamine). Reagents/catalysts: [Cu]I (copper(I)iodide). Solvent: O1CCOCC1 (dioxane). Conditions: temperature 110 celsius. Yields the product IC1=C2C=NN(C2=CC=C1)C1=CC=C(C=C1)F (4-Iodo-1-(4-fluorophenyl)indazole). The yield is 95.2%. As a reaction SMILES: Br[C:2]1[CH:10]=[CH:9][CH:8]=[C:7]2[C:3]=1[CH:4]=[N:5][N:6]2[C:11]1[CH:16]=[CH:15][C:14]([F:17])=[CH:13][CH:12]=1.[I-:18].[Na+].CNC1CCCCC1NC>O1CCOCC1.[Cu]I>[I:18][C:2]1[CH:10]=[CH:9][CH:8]=[C:7]2[C:3]=1[CH:4]=[N:5][N:6]2[C:11]1[CH:16]=[CH:15][C:14]([F:17])=[CH:13][CH:12]=1 |f:1.2|. Procedure details: 4-Bromo-1-(4-fluorophenyl)indazole (291 mg, 1 mmol), copper(I)iodide (9.5 mg, 0.05 mmol), sodium iodide (300 mg, 2 mmol) and (1R,2R)—(N,N′-dimethylcyclohexane-1,2-diamine (14.2 mg, 0.1 mmol) in dioxane (1 ml) were mixed and stirred in argon at 110° C. All starting material was consumed after 24 h. The mixture was cooled and ammonia (5 ml, 28% in water) and water (20 ml) were added followed by extraction with DCM (2×15 ml). The organic phase was concentrated and the crude product was purified by ... Reactants: C, O=C(CC1CCN(Cc2ccccc2)CC1)N1CCC(O)CC1, CC(C)O, [H][H], [Pd]. The product is O=C(CC1CCNCC1)N1CCC(O)CC1. RXN SMILES: [C:26].[CH2:1]([c:2]1[cH:3][cH:4][cH:5][cH:6][cH:7]1)[N:8]1[CH2:9][CH2:10][CH:11]([CH2:14][C:15](=[O:16])[N:17]2[CH2:18][CH2:19][CH:20]([OH:23])[CH2:21][CH2:22]2)[CH2:12][CH2:13]1.[CH3:28][CH:29]([OH:30])[CH3:31].[H:24][H:25].[Pd:27]>>[NH:8]1[CH2:9][CH2:10][CH:11]([CH2:14][C:15](=[O:16])[N:17]2[CH2:18][CH2:19][CH:20]([OH:23])[CH2:21][CH2:22]2)[CH2:12][CH2:13]1. The reactants are Cl.NC(C)C(CC)=O (2-Amino-pentan-3-one hydrochloride), F[B-](F)(F)F.N=C(C(=O)OCC)SC (ethyl imino(methylthio)acetate tetrafluoroborate). Product: C(C)C1=C(N=C(N1)C(=O)OCC)C (Ethyl 5-ethyl-4-methyl-1H-imidazole-2-carboxylate). Isolated yield 60.0%. Reaction SMILES: Cl.[NH2:2][CH:3]([C:5](=O)[CH2:6][CH3:7])[CH3:4].F[B-](F)(F)F.[NH:14]=[C:15](SC)[C:16]([O:18][CH2:19][CH3:20])=[O:17]>>[CH2:6]([C:5]1[NH:14][C:15]([C:16]([O:18][CH2:19][CH3:20])=[O:17])=[N:2][C:3]=1[CH3:4])[CH3:7] |f:0.1,2.3|. Reported procedure: The same operation as in Example (lb) was performed using 2-amino-pentan-3-one hydrochloride obtained in Example (15c) (about 10 mmol) and ethyl imino(methylthio)acetate tetrafluoroborate obtained according to a method known in the literature (J. Med. Chem., 38, 1995, 2196-2201) (about 10 mmol), to obtain 1.1 g of the title compound as a yellow solid (60%). The reactants are Cc1ccccc1, CN(C)C=O, CON=Cc1cc(C(=O)O)cc(Cl)c1N, O=S(Cl)Cl. The product is CON=Cc1cc(C(=O)Cl)cc(Cl)c1N. As a reaction SMILES: [CH3:16][c:17]1[cH:18][cH:19][cH:20][cH:21][cH:22]1.[CH3:27][N:28]([CH3:29])[CH:30]=[O:31].[NH2:1][c:2]1[c:3]([Cl:15])[cH:4][c:5]([C:6](=[O:7])[OH:8])[cH:9][c:10]1[CH:11]=[N:12][O:13][CH3:14].[S:23]([Cl:24])([Cl:25])=[O:26]>>[NH2:1][c:2]1[c:3]([Cl:15])[cH:4][c:5]([C:6](=[O:7])[Cl:25])[cH:9][c:10]1[CH:11]=[N:12][O:13][CH3:14]. Reactants: C(C)(C)(C)OC(=O)NCCC1=C(NC2=CC=C(C=C12)C(C(=O)O)(C)C)C1=CC(=CC(=C1)C)C (2-[3-(2-tert-butoxycarbonylaminoethyl)-2-(3,5-dimethylphenyl)-1H-indol-5-yl]-2-methylpropionic acid), ON1N=NC2=C1C=CC=C2 (1-hydroxybenzotriazole), Cl.CN(CCCN=C=NCC)C (1-(3-dimethylaminopropyl)-3-ethylcarbodiimide hydrochloride), Cl.CCCCCCC (heptane hydrochloride). The solvent is C(C)N(CC)CC (triehtylamine). Conditions: time 20 hour. The product is C(C)(C)(C)OC(NCCC1=C(NC2=CC=C(C=C12)C(C(=O)N1C2CCC1CC2)(C)C)C2=CC(=CC(=C2)C)C)=O ({2-[5-[2-(7-Aza-bicyclo[2.2.1]hept-7-yl)-1,1-dimethyl-2-oxo-ethyl]-2-(3,5-dimethylphenyl)-1H-indol-3-yl]-ethyl}carbamic acid tert-butyl ester). Isolated yield 86.8%. Reaction SMILES: [C:1]([O:5][C:6]([NH:8][CH2:9][CH2:10][C:11]1[C:19]2[C:14](=[CH:15][CH:16]=[C:17]([C:20]([CH3:25])([CH3:24])[C:21](O)=[O:22])[CH:18]=2)[NH:13][C:12]=1[C:26]1[CH:31]=[C:30]([CH3:32])[CH:29]=[C:28]([CH3:33])[CH:27]=1)=[O:7])([CH3:4])([CH3:3])[CH3:2].O[N:35]1[C:39]2[CH:40]=[CH:41][CH:42]=[CH:43][C:38]=2N=N1.Cl.CN(C)CCCN=C=NCC.Cl.CCCCCCC>C(N(CC)CC)C>[C:1]([O:5][C:6](=[O:7])[NH:8][CH2:9][CH2:10][C:11]1[C:19]2[C:14](=[CH:15][CH:16]=[C:17]([C:20]([CH3:24])([CH3:25])[C:21]([N:35]3[CH:39]4[CH2:40][CH2:41][CH:42]3[CH2:43][CH2:38]4)=[O:22])[CH:18]=2)[NH:13][C:12]=1[C:26]1[CH:27]=[C:28]([CH3:33])[CH:29]=[C:30]([CH3:32])[CH:31]=1)([CH3:4])([CH3:2])[CH3:3] |f:2.3,4.5|. Procedure details: To a stirred solution of 2-[3-(2-tert-butoxycarbonylaminoethyl)-2-(3,5-dimethylphenyl)-1H-indol-5-yl]-2-methylpropionic acid (247 mg in 3 mL dry methylene chloride) was added 1-hydroxybenzotriazole (111 mg) and 1-(3-dimethylaminopropyl)-3-ethylcarbodiimide hydrochloride (126 mg) and the reagents allowed to mix for 1 hour. At this time a solution of 7-aza-bicyclo[2.2.]heptane hydrochloride (130 mg in 1.5 mL methylene chloride) was added followed by 0.15 mL triehtylamine and the reaction stirred a... Starting materials: BrB(Br)Br, [Cl-], ClCCl, COCC(C)Oc1cc(Oc2ncc(C(=O)N3CCC3)cc2Cl)cc(-c2ccc(-c3nnc(C)o3)[nH]2)c1, [NH4+]. Yields the product Cc1nnc(-c2ccc(-c3cc(Oc4ncc(C(=O)N5CCC5)cc4Cl)cc(OC(C)CO)c3)[nH]2)o1. RXN SMILES: [B:38]([Br:39])([Br:40])[Br:41].[Cl-:42].[Cl:44][CH2:45][Cl:46].[N:1]1([C:5](=[O:6])[c:7]2[cH:8][c:9]([Cl:37])[c:10]([O:13][c:14]3[cH:15][c:16]([O:31][CH:32]([CH2:33][O:34][CH3:35])[CH3:36])[cH:17][c:18](-[c:20]4[nH:21][c:22](-[c:25]5[o:26][c:27]([CH3:30])[n:28][n:29]5)[cH:23][cH:24]4)[cH:19]3)[n:11][cH:12]2)[CH2:2][CH2:3][CH2:4]1.[NH4+:43]>>[N:1]1([C:5](=[O:6])[c:7]2[cH:8][c:9]([Cl:37])[c:10]([O:13][c:14]3[cH:15][c:16]([O:31][CH:32]([CH2:33][OH:34])[CH3:36])[cH:17][c:18](-[c:20]4[nH:21][c:22](-[c:25]5[o:26][c:27]([CH3:30])[n:28][n:29]5)[cH:23][cH:24]4)[cH:19]3)[n:11][cH:12]2)[CH2:2][CH2:3][CH2:4]1. The reactants are CC(=O)OC12CC3CC(CC(C3)C1)C2, COC(=O)c1ccc(OC)cc1, CCCCCCC, O=S(=O)(O)O. The product is COC(=O)c1ccc(OC)c(C23CC4CC(CC(C4)C2)C3)c1. Reaction SMILES: [C:1]([O:2][C:5]12[CH2:6][CH:7]3[CH2:8][CH:9]([CH2:10][CH:11]([CH2:12]1)[CH2:13]3)[CH2:14]2)(=[O:3])[CH3:4].[CH3:20][O:21][c:22]1[cH:23][cH:24][c:25]([C:26](=[O:27])[O:28][CH3:29])[cH:30][cH:31]1.[CH3:32][CH2:33][CH2:34][CH2:35][CH2:36][CH2:37][CH3:38].[S:15](=[O:16])(=[O:17])([OH:18])[OH:19]>>[C:5]12([c:23]3[c:22]([O:21][CH3:20])[cH:31][cH:30][c:25]([C:26](=[O:27])[O:28][CH3:29])[cH:24]3)[CH2:6][CH:7]3[CH2:8][CH:9]([CH2:10][CH:11]([CH2:12]1)[CH2:13]3)[CH2:14]2. Starting materials: CC(C)(C)N(C(=O)[O-])C1CCN(CCn2c(=O)ccc3ccc(F)c(F)c32)CC1, COC(=O)C1CN(CCOS(C)(=O)=O)CCC1NC(=O)OCc1ccccc1, O=c1ccc2c(F)cc(F)cc2[nH]1, [H-], [Na+]. The product is COC(=O)C1CN(CCn2c(=O)ccc3c(F)cc(F)cc32)CCC1NC(=O)OCc1ccccc1. Reaction SMILES: [C:44]([N:45]([CH:46]1[CH2:47][CH2:48][N:49]([CH2:50][CH2:51][n:52]2[c:53]3[c:54]([cH:55][cH:56][c:57]([F:58])[c:59]3[F:60])[cH:61][cH:62][c:63]2=[O:64])[CH2:65][CH2:66]1)[C:67](=[O:68])[O-:69])([CH3:70])([CH3:71])[CH3:72].[CH2:16]([c:17]1[cH:18][cH:19][cH:20][cH:21][cH:22]1)[O:23][C:24](=[O:25])[NH:26][CH:27]1[CH:28]([C:40](=[O:41])[O:42][CH3:43])[CH2:29][N:30]([CH2:33][CH2:34][O:35][S:36]([CH3:37])(=[O:38])=[O:39])[CH2:31][CH2:32]1.[F:1][c:2]1[c:3]2[cH:4][cH:5][c:6](=[O:13])[nH:7][c:8]2[cH:9][c:10]([F:12])[cH:11]1.[H-:14].[Na+:15]>>[F:1][c:2]1[c:3]2[cH:4][cH:5][c:6](=[O:13])[n:7]([CH2:34][CH2:33][N:30]3[CH2:29][CH:28]([C:40](=[O:41])[O:42][CH3:43])[CH:27]([NH:26][C:24]([O:23][CH2:16][c:17]4[cH:18][cH:19][cH:20][cH:21][cH:22]4)=[O:25])[CH2:32][CH2:31]3)[c:8]2[cH:9][c:10]([F:12])[cH:11]1.